Dataset: the Open Reaction Database (ORD), a public repository of structured organic reaction records. Task: describe an organic reaction: reactants, conditions, products, and yield The reactants are BrBr (bromine), COC(CCCCCCCCCCCC=1C(O)=CC=C(C1CCCCCCCCCCCC(=O)O)O)=O (Hydroquinone Bislauric Acid Methyl Ester), C(CCCCCCCCCCC)(=O)O (lauric acid), C(CCCCCCCCCCC)(=O)O (lauric acid), S(=O)(Cl)Cl (thionyl chloride), acid chloride, Cl (hydrogen chloride), Cl (HCl). Run at time 2.5 hour. Yields the product COC(C(CCCCCCCCCC)Br)=O (α-bromolauric acid methyl ester). Reaction SMILES: C(O)(=O)CCCCCCCCCCC.S(Cl)(Cl)=O.Cl.[Br:20]Br.[CH3:22][O:23][C:24](=[O:58])[CH2:25][CH2:26][CH2:27][CH2:28][CH2:29][CH2:30][CH2:31][CH2:32][CH2:33][CH2:34][CH2:35]C1C(=CC=C(O)C=1CCCCCCCCCCCC(O)=O)O>>[CH3:22][O:23][C:24](=[O:58])[CH:25]([Br:20])[CH2:26][CH2:27][CH2:28][CH2:29][CH2:30][CH2:31][CH2:32][CH2:33][CH2:34][CH3:35]. Procedure details: Initially, α-bromolauric acid methyl ester was prepared as follows. Pure lauric acid (100 gm 0.5 mol) was dissolved in thionyl chloride (89 gm, 0.75 mol) at 55° C. under nitrogen. A large amount of hydrogen chloride gas was generated. When all the lauric acid was converted to acid chloride and there was no more HCl gas being generated after stirring for 2.5 hours, bromine (89.25 gm, 0.65 mol) was slowly added to the solution at room temperature. The reaction mixture was stirred for another 8 hou... The reactants are O=C(O)CN(CC(=O)O)c1cccc(Oc2ccccc2)c1, O=C([O-])O, CC(=O)OC(C)=O, [Na+]. The product is O=C1CN(c2cccc(Oc3ccccc3)c2)CC(=O)O1. As a reaction SMILES: [C:1](=[O:2])([OH:3])[CH2:4][N:5]([c:6]1[cH:7][c:8]([O:12][c:13]2[cH:14][cH:15][cH:16][cH:17][cH:18]2)[cH:9][cH:10][cH:11]1)[CH2:19][C:20](=[O:21])[OH:22].[C:23](=[O:24])([OH:25])[O-:26].[CH3:28][C:29]([O:30][C:31](=[O:32])[CH3:33])=[O:34].[Na+:27]>>[C:1]1(=[O:3])[CH2:4][N:5]([c:6]2[cH:7][c:8]([O:12][c:13]3[cH:14][cH:15][cH:16][cH:17][cH:18]3)[cH:9][cH:10][cH:11]2)[CH2:19][C:20](=[O:21])[O:22]1. Reactants: C(=O)O (formic acid), [OH-].[Na+] (sodium hydroxide), COC(=O)[C@@H]1CC[C@H](CC1)C1=NC(=C2N1C=CN=C2N)C2=CC=C(C=C2)OC2=CC=CC=C2 (trans-4-[8-amino-1-(4-phenoxy-phenyl)-imidazo[1,5-a]pyrazin-3-yl]-cyclohexanecarboxylic acid methyl ester). Run in O (H2O), CCO (EtOH), O (H2O). Product: NC=1C=2N(C=CN1)C(=NC2C2=CC=C(C=C2)OC2=CC=CC=C2)[C@@H]2CC[C@H](CC2)C(=O)O (trans-4-[8-Amino-1-(4-phenoxy-phenyl)-imidazo[1,5-a]pyrazin-3-yl]-cyclohexanecarboxylic acid). RXN SMILES: C[O:2][C:3]([C@H:5]1[CH2:10][CH2:9][C@H:8]([C:11]2[N:15]3[CH:16]=[CH:17][N:18]=[C:19]([NH2:20])[C:14]3=[C:13]([C:21]3[CH:26]=[CH:25][C:24]([O:27][C:28]4[CH:33]=[CH:32][CH:31]=[CH:30][CH:29]=4)=[CH:23][CH:22]=3)[N:12]=2)[CH2:7][CH2:6]1)=[O:4].[OH-].[Na+].C(O)=O>CCO.O>[NH2:20][C:19]1[C:14]2[N:15]([C:11]([C@H:8]3[CH2:7][CH2:6][C@H:5]([C:3]([OH:4])=[O:2])[CH2:10][CH2:9]3)=[N:12][C:13]=2[C:21]2[CH:22]=[CH:23][C:24]([O:27][C:28]3[CH:33]=[CH:32][CH:31]=[CH:30][CH:29]=3)=[CH:25][CH:26]=2)[CH:16]=[CH:17][N:18]=1 |f:1.2|. Procedure: To a stirred mixture of trans-4-[8-amino-1-(4-phenoxy-phenyl)-imidazo[1,5-a]pyrazin-3-yl]-cyclohexanecarboxylic acid methyl ester (150.00 mg, 0.33 mmol) in EtOH (3.00 mL) was added solution of sodium hydroxide (67.8 mg, 1.69 mmol) in H2O (0.500 mL) at 0° C. Then the mixture was stirred at rt. overnight. The solvent was then removed under reduced pressure to give a residue which was dissolved in H2O (3 ml). The solution was acidified to pH 1 by formic acid. The product precipitated out and was co... The reactants are ClC1=NC2=CC(=C(C=C2C(=N1)C1=CC(=CC=C1)[N+](=O)[O-])OC)OC (2-chloro-6,7-dimethoxy-4-(3-nitrophenyl)quinazoline), Cl.C(C)N (ethylamine hydrochloride). Product: COC=1C=C2C(=NC(=NC2=CC1OC)NCC)C1=CC(=CC=C1)[N+](=O)[O-] (6,7-Dimethoxy-2-ethylamino-4-(3-nitrophenyl)quinazoline). Yield: 35.7%. As a reaction SMILES: Cl[C:2]1[N:11]=[C:10]([C:12]2[CH:17]=[CH:16][CH:15]=[C:14]([N+:18]([O-:20])=[O:19])[CH:13]=2)[C:9]2[C:4](=[CH:5][C:6]([O:23][CH3:24])=[C:7]([O:21][CH3:22])[CH:8]=2)[N:3]=1.Cl.[CH2:26]([NH2:28])[CH3:27]>>[CH3:22][O:21][C:7]1[CH:8]=[C:9]2[C:4](=[CH:5][C:6]=1[O:23][CH3:24])[N:3]=[C:2]([NH:28][CH2:26][CH3:27])[N:11]=[C:10]2[C:12]1[CH:17]=[CH:16][CH:15]=[C:14]([N+:18]([O-:20])=[O:19])[CH:13]=1 |f:1.2|. Reported procedure: Starting from 500 mg 2-chloro-6,7-dimethoxy-4-(3-nitrophenyl)quinazoline and 1.18 g ethylamine hydrochloride, 183 mg of the title compound was obtained as yellow crystals in the same manner as in Production Example 4. Starting materials: N1(CCCC1)CC(COC1=CC=CC=C1)Cl (1-pyrrolidinyl-2-chloro-3-phenoxy propane), C1=CC=CC=C1 (benzene), C1(=CC=CC=C1)C(C)(C#C)O (2-phenyl-3-butyne-2-ol), [OH-].[Na+] (sodium hydroxide), C(C1=CC=CC=C1)[N+](CC)(CC)CC (benzyl triethylammonium). The solvent is O (water). Product: CC(C#C)(OCC(COC1=CC=CC=C1)N1CCCC1)C1=CC=CC=C1 (1-(1-methyl-1-phenyl-2-propynyloxy)-2-(N-pyrrolidinyl)-3-phenoxy propane). As a reaction SMILES: N1([CH2:6][CH:7](Cl)[CH2:8][O:9][C:10]2[CH:15]=[CH:14][CH:13]=[CH:12][CH:11]=2)CCCC1.[C:17]1([C:23]([OH:27])([C:25]#[CH:26])[CH3:24])[CH:22]=[CH:21][CH:20]=[CH:19][CH:18]=1.[OH-].[Na+].C1C=CC=CC=1.[CH2:36]([N+:43]([CH2:48][CH3:49])(CC)CC)[C:37]1C=CC=CC=1>O>[CH3:24][C:23]([C:17]1[CH:22]=[CH:21][CH:20]=[CH:19][CH:18]=1)([O:27][CH2:6][CH:7]([N:43]1[CH2:36][CH2:37][CH2:49][CH2:48]1)[CH2:8][O:9][C:10]1[CH:11]=[CH:12][CH:13]=[CH:14][CH:15]=1)[C:25]#[CH:26] |f:2.3|. Procedure: 27.5 g of 1-pyrrolidinyl-2-chloro-3-phenoxy propane were gradually introduced into a reactor containing 29.2 g of 2-phenyl-3-butyne-2-ol, 20 g of sodium hydroxide in 20 ml of water and 2.27 g of benzyl triethylammonium, while stirring well. When the addition ended, the reaction medium was very thick and 20 ml of benzene were added before refluxing for 5 hours. The product was then extracted with ether, filtered, washed and dried as indicated in Example 1. The reactants are CCOC(=O)CCc1c(C)nc(Nc2ccc(C(C)C)cc2Br)nc1Cl, CCC(N)CC, CN1CCCC1=O. Product: CCC(CC)N1C(=O)CCc2c(C)nc(Nc3ccc(C(C)C)cc3Br)nc21. As a reaction SMILES: [CH2:1]([O:2][C:4]([CH2:5][CH2:6][c:7]1[c:8]([Cl:3])[n:9][c:10]([NH:14][c:15]2[c:16]([Br:24])[cH:17][c:18]([CH:21]([CH3:22])[CH3:23])[cH:19][cH:20]2)[n:11][c:12]1[CH3:13])=[O:26])[CH3:25].[CH2:27]([CH3:28])[CH:29]([CH2:30][CH3:31])[NH2:32].[CH3:33][N:34]1[CH2:35][CH2:36][CH2:37][C:38]1=[O:39]>>[C:4]1(=[O:26])[CH2:5][CH2:6][c:7]2[c:8]([n:9][c:10]([NH:14][c:15]3[c:16]([Br:24])[cH:17][c:18]([CH:21]([CH3:22])[CH3:23])[cH:19][cH:20]3)[n:11][c:12]2[CH3:13])[N:32]1[CH:29]([CH2:27][CH3:28])[CH2:30][CH3:31]. Starting materials: O (water), C([O-])([O-])=O.[K+].[K+] (potassium carbonate), C(C1=CC=CC=C1)Br (benzyl bromide), FC=1C(=C(C=O)C=CC1)O (3-fluoro-2-hydroxybenzaldehyde). Run in CN(C)C=O (DMF). Run at temperature 80 celsius, time 24 hour. Yields the product C(C1=CC=CC=C1)OC1=C(C=O)C=CC=C1F (2-(Benzyloxy)-3-fluorobenzaldehyde). Reaction SMILES: [F:1][C:2]1[C:3]([OH:10])=[C:4]([CH:7]=[CH:8][CH:9]=1)[CH:5]=[O:6].C(=O)([O-])[O-].[K+].[K+].[CH2:17](Br)[C:18]1[CH:23]=[CH:22][CH:21]=[CH:20][CH:19]=1.O>CN(C=O)C>[CH2:17]([O:10][C:3]1[C:2]([F:1])=[CH:9][CH:8]=[CH:7][C:4]=1[CH:5]=[O:6])[C:18]1[CH:23]=[CH:22][CH:21]=[CH:20][CH:19]=1 |f:1.2.3|. Reported procedure: 9.0 g (64 mmol) of 3-fluoro-2-hydroxybenzaldehyde are dissolved in 200 ml of DMF, 10.7 g (77.1 mmol) of potassium carbonate and 8.4 ml (12 g, 71 mmol) of benzyl bromide are added and the mixture stirred at 80° C. for 24 h. The mixture is poured into 600 ml of water, extracted several times with ethyl acetate, and the organic phase is dried over sodium sulfate, concentrated in vacuo and dried under high vacuum. The crude product is purified by silica gel chromatography (cyclohexane:ethyl acetate ... Starting materials: CC1(OCC(O1)COC1=CC=C(C=C1)OCC1=CC=CC=C1)C (2,2-dimethyl-4-[[4-(phenylmethoxy)phenoxy]methyl]-1,3-dioxolane), O (water). The solvent is C(Cl)Cl (methylene chloride). The product is C1(=CC=CC=C1)COC1=CC=C(OCC(CO)O)C=C1 (3-[4-(Phenylmethoxy)phenoxy]-1,2-propanediol). Isolated yield 38.3%. As a reaction SMILES: CC1(C)[O:6][CH:5]([CH2:7][O:8][C:9]2[CH:14]=[CH:13][C:12]([O:15][CH2:16][C:17]3[CH:22]=[CH:21][CH:20]=[CH:19][CH:18]=3)=[CH:11][CH:10]=2)[CH2:4][O:3]1.O>C(Cl)Cl>[C:17]1([CH2:16][O:15][C:12]2[CH:13]=[CH:14][C:9]([O:8][CH2:7][CH:5]([OH:6])[CH2:4][OH:3])=[CH:10][CH:11]=2)[CH:18]=[CH:19][CH:20]=[CH:21][CH:22]=1. Reported procedure: A mixture of 8.98 g of 2,2-dimethyl-4-[[4-(phenylmethoxy)phenoxy]methyl]-1,3-dioxolane, 15 g of a strongly acidic ion exchange resin and 200 ml of water was refluxed for 24 hours, then allowed to cool and methylene chloride was added. The mixture was filtered and the organic layer separated and saved. The aqueous layer was extracted several times with methylene chloride. All organic solutions were combined, dried and evaporated, giving 3.0 g of the desired compound, mp 125°-127° C. Reactants: compound 26, NC1=CC2=C(C(C(O2)=O)(C)C)C=C1C(C)(C)C (6-amino-5-tert-butyl-3,3-dimethylbenzofuran-2(3H)-one), CC1CCCO1 (2-MeTHF), C(CC)P1(OP(OP(O1)(=O)CCC)(=O)CCC)=O (T3P), CC1CCCO1 (2-MeTHF), C(OC1=C(C=C(C(=C1)[N+](=O)[O-])C(C)(C)C)Br)(OC)=O ((2-bromo-4-tert-butyl-5-nitro-phenyl) methyl carbonate), N1=CC=CC=C1 (Pyridine). The solvent is O (water). Run at time 2 hour. Yields the product C(C)(C)(C)C=1C(=CC2=C(C(C(O2)=O)(C)C)C1)NC(=O)C1=CNC2=CC=CC=C2C1=O (N-(5-tert-butyl-3,3-dimethyl-2-oxo-2,3-dihydrobenzofuran-6-yl)-4-oxo-1,4-dihydroquinoline-3-carboxamide). As a reaction SMILES: [NH2:1][C:2]1[C:13]([C:14]([CH3:17])([CH3:16])[CH3:15])=[CH:12][C:5]2[C:6]([CH3:11])([CH3:10])[C:7](=[O:9])[O:8][C:4]=2[CH:3]=1.[CH3:18][CH:19]1[O:23][CH2:22][CH2:21][CH2:20]1.C(P1(=O)OP(CCC)(=O)OP(CCC)(=O)O1)CC.[N:42]1[CH:47]=[CH:46][CH:45]=C[CH:43]=1.[C:48](=O)(OC)[O:49]C1C=C([N+]([O-])=O)C(C(C)(C)C)=CC=1Br>O>[C:14]([C:13]1[C:2]([NH:1][C:48]([C:18]2[C:19](=[O:23])[C:20]3[C:47](=[CH:46][CH:45]=[CH:22][CH:21]=3)[NH:42][CH:43]=2)=[O:49])=[CH:3][C:4]2[O:8][C:7](=[O:9])[C:6]([CH3:11])([CH3:10])[C:5]=2[CH:12]=1)([CH3:17])([CH3:16])[CH3:15]. Procedure details: A reaction vessel was charged with compound 26 (2.926 g, 15.43 mmol), Compound 20 (4.32 g, 18.52 mmol), 2-MeTHF (35.99 mL), and subsequently 50% T3P in 2-MeTHF (13.36 g, 21.00 mmol). Pyridine (2.441 g, 2.496 mL, 30.86 mmol) was added and the suspension heated at 47.5° C.±5° C. for 18 h. After completion, the reaction was cooled to ambient temperature and 2-MeTHF (36) and water (30 ml) were added. The layers were split and the organic layer was washed with 10 wt % citric acid solution (30 ml), wa... The reactants are O=C(CBr)Nc1ccc(C2(c3ccc(Cl)cc3)OCCO2)cc1C(O)c1cccc(Cl)c1, CC(C)(C)O, COCCOC, Cl, [K]. Product: O=C1COC(c2cccc(Cl)c2)c2cc(C3(c4ccc(Cl)cc4)OCCO3)ccc2N1. As a reaction SMILES: [Br:1][CH2:2][C:3](=[O:4])[NH:5][c:6]1[c:7]([CH:24]([OH:25])[c:26]2[cH:27][c:28]([Cl:32])[cH:29][cH:30][cH:31]2)[cH:8][c:9]([C:12]2([c:17]3[cH:18][cH:19][c:20]([Cl:23])[cH:21][cH:22]3)[O:13][CH2:14][CH2:15][O:16]2)[cH:10][cH:11]1.[CH3:33][C:34]([OH:35])([CH3:36])[CH3:37].[CH3:40][O:41][CH2:42][CH2:43][O:44][CH3:45].[ClH:39].[K:38]>>[CH2:2]1[C:3](=[O:4])[NH:5][c:6]2[c:7]([cH:8][c:9]([C:12]3([c:17]4[cH:18][cH:19][c:20]([Cl:23])[cH:21][cH:22]4)[O:13][CH2:14][CH2:15][O:16]3)[cH:10][cH:11]2)[CH:24]([c:26]2[cH:27][c:28]([Cl:32])[cH:29][cH:30][cH:31]2)[O:25]1.